From a dataset of the Open Reaction Database (ORD), a public repository of structured organic reaction records. describe an organic reaction: reactants, conditions, products, and yield Starting materials: COC(=O)c1ccc([N+](=O)[O-])cn1, CC(=O)O, CN(C)C=O, SCc1cccc(Cl)c1, [H-], [Na+]. Yields the product COC(=O)c1ccc(SCc2cccc(Cl)c2)cn1. RXN SMILES: [CH3:12][O:13][C:14](=[O:15])[c:16]1[n:17][cH:18][c:19]([N+:22]([O-:23])=[O:24])[cH:20][cH:21]1.[CH3:25][C:26](=[O:27])[OH:28].[CH3:29][N:30]([CH3:31])[CH:32]=[O:33].[Cl:3][c:4]1[cH:5][c:6]([CH2:7][SH:8])[cH:9][cH:10][cH:11]1.[H-:1].[Na+:2]>>[Cl:3][c:4]1[cH:5][c:6]([CH2:7][S:8][c:19]2[cH:18][n:17][c:16]([C:14]([O:13][CH3:12])=[O:15])[cH:21][cH:20]2)[cH:9][cH:10][cH:11]1. Run at time 5 hour. As a reaction SMILES: [F:1][C:2]1[C:8]([F:9])=[CH:7][C:5]([NH2:6])=[C:4]([N+:10]([O-])=O)[CH:3]=1>[Pt](=O)=O.CO>[F:1][C:2]1[C:8]([F:9])=[CH:7][C:5]([NH2:6])=[C:4]([NH2:10])[CH:3]=1. Yield: 81.4%. Product: FC1=CC(=C(C=C1F)N)N (4,5-Difluoro-1,2-phenylenediamine). Reactants: FC1=CC(=C(N)C=C1F)[N+](=O)[O-] (4,5-difluoro-2-nitroaniline). Reagents/catalysts: [Pt](=O)=O (platinum (IV) oxide). The solvent is CO (methanol). Reported procedure: Into a Parr bottle were placed 4,5-difluoro-2-nitroaniline (5.00 g, 28.72 mmol), platinum (IV) oxide (0.31 g, 1.13 mmol) and methanol (60 mL). The bottle was flushed three times with hydrogen and was finally pressurized to 45 psig with hydrogen. The bottle was shaken for 5 h, after which time it was depressurized and the contents were poured into a separatory funnel containing ethyl acetate (300 mL) and water (300 mL). The organic layer was collected and washed with saturated aqueous brine solut... Procedure: NaHB(O2CCH3)3 (30 mg) is added to a mixture of {(S)-6-[(R)-4-formyl-5-trifluoromethyl-indan-1-yloxy]-2,3-dihydro-benzofuran-3-yl}-acetic acid methyl ester (20 mg), 8-oxa-3-aza-bicyclo[3.2.1]octane hydrochloride (14 mg), sodium acetate (4 mg), and 1,2-dichloroethane (1 mL) at room temperature. The mixture is stirred at room temperature overnight. 1 M aqueous HCl solution is added, the resulting mixture is stirred for 10 min, and then water is added. The mixture is basified with aqueous K2CO3 solu... Reaction SMILES: [CH3:1][O:2][C:3](=[O:30])[CH2:4][C@H:5]1[C:9]2[CH:10]=[CH:11][C:12]([O:14][C@H:15]3[C:23]4[C:18](=[C:19]([CH:28]=O)[C:20]([C:24]([F:27])([F:26])[F:25])=[CH:21][CH:22]=4)[CH2:17][CH2:16]3)=[CH:13][C:8]=2[O:7][CH2:6]1.Cl.[CH:32]12[O:39][CH:36]([CH2:37][CH2:38]1)[CH2:35][NH:34][CH2:33]2.C([O-])(=O)C.[Na+].Cl.C([O-])([O-])=O.[K+].[K+]>O.ClCCCl>[CH3:1][O:2][C:3](=[O:30])[CH2:4][C@H:5]1[C:9]2[CH:10]=[CH:11][C:12]([O:14][C@H:15]3[C:23]4[C:18](=[C:19]([CH2:28][N:34]5[CH2:33][CH:32]6[O:39][CH:36]([CH2:37][CH2:38]6)[CH2:35]5)[C:20]([C:24]([F:27])([F:25])[F:26])=[CH:21][CH:22]=4)[CH2:17][CH2:16]3)=[CH:13][C:8]=2[O:7][CH2:6]1 |f:1.2,3.4,6.7.8|. Reactants: NaHB(O2CCH3)3, COC(C[C@@H]1COC2=C1C=CC(=C2)O[C@@H]2CCC1=C(C(=CC=C21)C(F)(F)F)C=O)=O ({(S)-6-[(R)-4-formyl-5-trifluoromethyl-indan-1-yloxy]-2,3-dihydro-benzofuran-3-yl}-acetic acid methyl ester), Cl.C12CNCC(CC1)O2 (8-oxa-3-aza-bicyclo[3.2.1]octane hydrochloride), C(C)(=O)[O-].[Na+] (sodium acetate), Cl (HCl), C(=O)([O-])[O-].[K+].[K+] (K2CO3). Run at time 8 hour. Solvent: ClCCCl (1,2-dichloroethane), O (water). Yields the product COC(C[C@@H]1COC2=C1C=CC(=C2)O[C@@H]2CCC1=C(C(=CC=C21)C(F)(F)F)CN2CC1CCC(C2)O1)=O ({(S)-6-[(R)-4-(8-Oxa-3-aza-bicyclo[3.2.1]oct-3-ylmethyl)-5-trifluoromethyl-indan-1-yloxy]-2,3-dihydro-benzofuran-3-yl}-acetic acid methyl ester). Starting materials: ClC1=CC=C2C(C(NC2=C1)=O)=[N+]=[N-] (6-chloro-3-diazooxindole), C(C#C)(=O)OCC (ethyl propiolate). Run in C=1(C(=CC=CC1)C)C (xylene). The product is ClC=1C=CC=2C=3N(C(N(C2C1)\C=C/C(=O)OCC)=O)N=C(C3)C(=O)OCC (cis-8-Chloro-6-(3-ethoxy-3-oxo-1-propenyl)-5,6-dihydro-5-oxopyrazolo[1,5-c]quinazoline-2-carboxylic acid, ethyl ester). Yield: 59.0%. RXN SMILES: [Cl:1][C:2]1[CH:10]=[C:9]2[C:5]([C:6](=[N+:12]=[N-:13])[C:7](=[O:11])[NH:8]2)=[CH:4][CH:3]=1.[C:14]([O:18][CH2:19][CH3:20])(=[O:17])[C:15]#[CH:16]>C1(C)C(C)=CC=CC=1>[Cl:1][C:2]1[CH:3]=[CH:4][C:5]2[C:6]3[N:12]([N:13]=[C:15]([C:14]([O:18][CH2:19][CH3:20])=[O:17])[CH:16]=3)[C:7](=[O:11])[N:8](/[CH:16]=[CH:15]\[C:14]([O:18][CH2:19][CH3:20])=[O:17])[C:9]=2[CH:10]=1. Reported procedure: 7.5 g (0.039 mole) of 6-chloro-3-diazooxindole is suspended in 400 ml of xylene and 8.4 g (0.086 mole) of ethyl propiolate added. The reaction mixture is heated 7 hours in a 160° silicone oil bath under nitrogen. A brown solid forms on cooling to room temperature (9.0 g, 59% yield). Recrystallization from dichloromethanemethanol gives 8.5 g of analytically pure title compound, m.p. 215°-217°. Starting materials: CC(=O)O[BH-](OC(C)=O)OC(C)=O, CC(=O)O, CCOC(C)=O, O=CCCCC12CCCc3cccc(c31)NC2=O, c1ccc2c(c1)CCC2N1CCNCC1, ClCCCl, Cl, [Na+]. Yields the product O=C1Nc2cccc3c2C1(CCCCN1CCN(C2CCc4ccccc42)CC1)CCC3. RXN SMILES: [C:39]([O:40][BH-:41]([O:42][C:43](=[O:44])[CH3:45])[O:46][C:47](=[O:48])[CH3:49])(=[O:50])[CH3:51].[CH3:35][C:36](=[O:37])[OH:38].[CH3:57][CH2:58][O:59][C:60](=[O:61])[CH3:62].[CH:1](=[O:2])[CH2:3][CH2:4][CH2:5][C:6]12[C:7](=[O:18])[NH:8][c:9]3[cH:10][cH:11][cH:12][c:13]([c:14]31)[CH2:15][CH2:16][CH2:17]2.[CH:20]1([N:29]2[CH2:30][CH2:31][NH:32][CH2:33][CH2:34]2)[CH2:21][CH2:22][c:23]2[cH:24][cH:25][cH:26][cH:27][c:28]21.[Cl:53][CH2:54][CH2:55][Cl:56].[ClH:19].[Na+:52]>>[CH2:1]([CH2:3][CH2:4][CH2:5][C:6]12[C:7](=[O:18])[NH:8][c:9]3[cH:10][cH:11][cH:12][c:13]([c:14]31)[CH2:15][CH2:16][CH2:17]2)[N:32]1[CH2:31][CH2:30][N:29]([CH:20]2[CH2:21][CH2:22][c:23]3[cH:24][cH:25][cH:26][cH:27][c:28]32)[CH2:34][CH2:33]1. Starting materials: Cl.ClC1=CC2=C(N3C(=NN=C3CNC2)[C@@H]2CC[C@H](CC2)C2=NOC(=N2)C)C=C1 (trans-8-chloro-1-[4-(5-methyl-[1,2,4]oxadiazol-3-yl)-cyclohexyl]-5,6-dihydro-4H-2,3,5,10b-tetraaza-benzo[e]azulene hydrochloride), C(C)N(C(C)C)C(C)C (N-ethyldiisopropylamine), FC(S(=O)(=O)OCC(F)F)(F)F (2,2-difluoroethyl trifluoromethanesulfonate). The solvent is ClCCl (dichloromethane). Run at time 16 hour. The product is ClC1=CC2=C(N3C(=NN=C3CN(C2)CC(F)F)[C@@H]2CC[C@H](CC2)C2=NOC(=N2)C)C=C1 (trans-8-Chloro-5-(2,2-difluoro-ethyl)-1-[4-(5-methyl-[1,2,4]oxadiazol-3-yl)-cyclohexyl]-5,6-dihydro-4H-2,3,5,10b-tetraaza-benzo[e]azulene). Yield: 29.1%. RXN SMILES: Cl.[Cl:2][C:3]1[CH:28]=[CH:27][C:6]2[N:7]3[C:11]([CH2:12][NH:13][CH2:14][C:5]=2[CH:4]=1)=[N:10][N:9]=[C:8]3[C@H:15]1[CH2:20][CH2:19][C@H:18]([C:21]2[N:25]=[C:24]([CH3:26])[O:23][N:22]=2)[CH2:17][CH2:16]1.C(N(C(C)C)C(C)C)C.FC(F)(F)S(O[CH2:44][CH:45]([F:47])[F:46])(=O)=O>ClCCl>[Cl:2][C:3]1[CH:28]=[CH:27][C:6]2[N:7]3[C:11]([CH2:12][N:13]([CH2:44][CH:45]([F:47])[F:46])[CH2:14][C:5]=2[CH:4]=1)=[N:10][N:9]=[C:8]3[C@H:15]1[CH2:20][CH2:19][C@H:18]([C:21]2[N:25]=[C:24]([CH3:26])[O:23][N:22]=2)[CH2:17][CH2:16]1 |f:0.1|. Reported procedure: To a mixture of trans-8-chloro-1-[4-(5-methyl-[1,2,4]oxadiazol-3-yl)-cyclohexyl]-5,6-dihydro-4H-2,3,5,10b-tetraaza-benzo[e]azulene hydrochloride (0.100 g, 0.237 mmol) and N-ethyldiisopropylamine (0.122 ml, 0.712 mmol) in dichloromethane (2.4 ml) was added 2,2-difluoroethyl trifluoromethanesulfonate (0.061 g, 0.29 mmol). After stirring for 16 h the reaction mixture was partitioned between ethyl acetate (50 ml) and 0.5 M aqueous sodium hydroxide solution (50 ml). The layers were separated. The aqu... Reactants: alkoxide, C1(=CC=CC=C1)C(=CCN1CCC(CC1)(OC(NC)=O)C#C)C1=CC=CC=C1 (1-(3,3-diphenyl-2-propenyl)-4-ethynyl-4-methylcarbamoyloxypiperidine), [Cl-].[NH4+] (ammonium chloride). The solvent is [O-]CC.[Na+] (sodium ethoxide). The product is C1(=CC=CC=C1)C(=CCN1CCC2(C(N(C(O2)=O)C)=C)CC1)C1=CC=CC=C1 (8-(3,3-diphenyl-2-propenyl)-3-methyl-4-methylene-2-oxo-1-oxa-3,8-diazaspiro[4,5]decane). Isolated yield 71.7%. RXN SMILES: [C:1]1([C:7]([C:23]2[CH:28]=[CH:27][CH:26]=[CH:25][CH:24]=2)=[CH:8][CH2:9][N:10]2[CH2:15][CH2:14][C:13]([C:21]#[CH:22])([O:16][C:17](=[O:20])[NH:18][CH3:19])[CH2:12][CH2:11]2)[CH:6]=[CH:5][CH:4]=[CH:3][CH:2]=1.[Cl-].[NH4+]>[O-]CC.[Na+]>[C:23]1([C:7]([C:1]2[CH:2]=[CH:3][CH:4]=[CH:5][CH:6]=2)=[CH:8][CH2:9][N:10]2[CH2:15][CH2:14][C:13]3([O:16][C:17](=[O:20])[N:18]([CH3:19])[C:21]3=[CH2:22])[CH2:12][CH2:11]2)[CH:28]=[CH:27][CH:26]=[CH:25][CH:24]=1 |f:1.2,3.4|. Reported procedure: 9.4 g of 1-(3,3-diphenyl-2-propenyl)-4-ethynyl-4-methylcarbamoyloxypiperidine are refluxed in 100 ml of 0.05 mol/liter ethanolic sodium ethoxide solution under argon for 3 hours. After cooling down, the alkoxide is decomposed by adding aqueous ammonium chloride solution and the solvent is distilled off under reduced pressure. After adding benzene and water to the residue, the benzene layer is separated and dried, then evaporated under reduced pressure. After recrystallizing the solid evaporation... As a reaction SMILES: C[Li].[CH2:3]([N:10]1[CH2:19][CH2:18][C:17]2[C:12](=[CH:13][CH:14]=[CH:15][CH:16]=2)C1C(OCC)=O)[C:4]1[CH:9]=[CH:8][CH:7]=[CH:6][CH:5]=1.[C:25](=O)=O.[CH3:28][C:29]([CH3:31])=[O:30].O>C(OCC)C.C1COCC1>[CH2:3]([N:10]1[CH2:19][CH2:18][C:17]2[C:12](=[CH:13][CH:14]=[CH:15][CH:16]=2)[CH:28]1[C:29]([OH:30])([CH3:25])[CH3:31])[C:4]1[CH:9]=[CH:8][CH:7]=[CH:6][CH:5]=1 |f:2.3|. Starting materials: C[Li] (methyllithium), C[Li] (methyllithium), C(C1=CC=CC=C1)N1C(C2=CC=CC=C2CC1)C(=O)OCC (ethyl 2-benzyl-1,2,3,4-tetrahydroisoquinoline-1-carboxylate), C(=O)=O.CC(=O)C (dry ice acetone), O (Water), C(=O)=O.CC(=O)C (dry ice acetone), ice. Procedure details: In a dry ice-acetone bath under an argon atmosphere, a solution of 1.0 M methyllithium in diethyl ether (16.2 mL) was added dropwise to a solution of ethyl 2-benzyl-1,2,3,4-tetrahydroisoquinoline-1-carboxylate (1.99 g) in THF (20 mL) over 15 minutes. The reaction liquid was stirred in a dry ice-acetone bath for 0.5 hours and then further stirred in an ice bath for 1 hour. The reaction liquid was cooled again in the dry ice-acetone bath, and a solution of 1.04 M methyllithium in diethyl ether (3.... Yields the product C(C1=CC=CC=C1)N1C(C2=CC=CC=C2CC1)C(C)(C)O (2-(2-benzyl-1,2,3,4-tetrahydroisoquinolin-1-yl)propan-2-ol). Solvent: C(C)OCC (diethyl ether), C(C)OCC (diethyl ether), C1CCOC1 (THF). Reaction conditions: time 0.5 hour. Product: COC=1C=C(C=CC1)SC1CN(CC1)S(=O)(=O)C1=CC=C(C=C1)C ((RS)-3-(3-Methoxy-phenylsulfanyl)-1-(toluene-4-sulfonyl)-pyrrolidine). Procedure details: The title compound, MS: m/e=363.1 (M+) was prepared from (RS)-toluene-4-sulfonic acid 1-(toluene-4-sulfonyl)-pyrrolidin-3-yl ester and 3-methoxythiophenol and by using DMF as solvent instead of acetonitrile. RXN SMILES: [C:1]1([CH3:26])[CH:6]=[CH:5][C:4]([S:7]([N:10]2[CH2:14][CH2:13][CH:12](OS(C3C=CC(C)=CC=3)(=O)=O)[CH2:11]2)(=[O:9])=[O:8])=[CH:3][CH:2]=1.[CH3:27][O:28][C:29]1[CH:30]=[C:31]([SH:35])[CH:32]=[CH:33][CH:34]=1>>[CH3:27][O:28][C:29]1[CH:30]=[C:31]([S:35][CH:12]2[CH2:13][CH2:14][N:10]([S:7]([C:4]3[CH:3]=[CH:2][C:1]([CH3:26])=[CH:6][CH:5]=3)(=[O:8])=[O:9])[CH2:11]2)[CH:32]=[CH:33][CH:34]=1. Reactants: C1(=CC=C(C=C1)S(=O)(=O)N1CC(CC1)OS(=O)(=O)C1=CC=C(C=C1)C)C ((RS)-toluene-4-sulfonic acid 1-(toluene-4-sulfonyl)-pyrrolidin-3-yl ester), COC=1C=C(C=CC1)S (3-methoxythiophenol). Reactants: CC(C)(C)OC(=O)N1CCCc2ccc(CCO)nc21, CCCC(CC(=O)OCC)n1ccc2cc(O)ccc21, C1CCOC1, c1ccc(P(c2ccccc2)c2ccccc2)cc1. Product: CCCC(CC(=O)OCC)n1ccc2cc(OCCc3ccc4c(n3)N(C(=O)OC(C)(C)C)CCC4)ccc21. As a reaction SMILES: [C:20]([CH3:21])([CH3:22])([CH3:23])[O:24][C:25](=[O:26])[N:27]1[CH2:28][CH2:29][CH2:30][c:31]2[cH:32][cH:33][c:34]([CH2:37][CH2:38][OH:39])[n:35][c:36]21.[CH2:40]([CH3:41])[O:42][C:43]([CH2:44][CH:45]([CH2:46][CH2:47][CH3:48])[n:49]1[cH:50][cH:51][c:52]2[cH:53][c:54]([OH:58])[cH:55][cH:56][c:57]12)=[O:59].[CH2:60]1[O:61][CH2:62][CH2:63][CH2:64]1.[c:1]1([P:2]([c:3]2[cH:4][cH:5][cH:6][cH:7][cH:8]2)[c:9]2[cH:10][cH:11][cH:12][cH:13][cH:14]2)[cH:15][cH:16][cH:17][cH:18][cH:19]1>>[C:20]([CH3:21])([CH3:22])([CH3:23])[O:24][C:25](=[O:26])[N:27]1[CH2:28][CH2:29][CH2:30][c:31]2[cH:32][cH:33][c:34]([CH2:37][CH2:38][O:39][c:54]3[cH:53][c:52]4[cH:51][cH:50][n:49]([CH:45]([CH2:44][C:43]([O:42][CH2:40][CH3:41])=[O:59])[CH2:46][CH2:47][CH3:48])[c:57]4[cH:56][cH:55]3)[n:35][c:36]21.